Dataset: the Open Reaction Database (ORD), a public repository of structured organic reaction records. Task: describe an organic reaction: reactants, conditions, products, and yield The reactants are CC(=O)C (Acetone), FC1=C(C(=CC=C1)F)N1C(C=CC2=C1N=C(N=C2C=2C=C(C(=O)NC=1SC=CN1)C=CC2C)NCC=2NC=CN2)=O (3-{8-(2,6-difluorophenyl)-2-[(1H-imidazol-2-ylmethyl)amino]-7-oxo-7,8-dihydropyrido[2,3-d]pyrimidin-4-yl}-4-methyl-N-1,3-thiazol-2-ylbenzamide), Cl (Hydrochloric acid). The solvent is O1CCOCC1 (1,4 dioxane). Reaction conditions: temperature 50 celsius. Yields the product Cl.FC1=C(C(=CC=C1)F)N1C(C=CC2=C1N=C(N=C2C=2C=C(C(=O)NC=1SC=CN1)C=CC2C)NCC=2NC=CN2)=O (3-{8-(2,6-difluorophenyl)-2-[(1H-imidazol-2-ylmethyl)amino]-7-oxo-7,8-dihydropyrido[2,3-d]pyrimidin-4-yl}-4-methyl-N-1,3-thiazol-2-ylbenzamide hydrochloride). The yield is 58.1%. Reaction SMILES: CC(C)=O.[F:5][C:6]1[CH:11]=[CH:10][CH:9]=[C:8]([F:12])[C:7]=1[N:13]1[C:18]2[N:19]=[C:20]([NH:38][CH2:39][C:40]3[NH:41][CH:42]=[CH:43][N:44]=3)[N:21]=[C:22]([C:23]3[CH:24]=[C:25]([CH:34]=[CH:35][C:36]=3[CH3:37])[C:26]([NH:28][C:29]3[S:30][CH:31]=[CH:32][N:33]=3)=[O:27])[C:17]=2[CH:16]=[CH:15][C:14]1=[O:45].[ClH:46]>O1CCOCC1>[ClH:46].[F:5][C:6]1[CH:11]=[CH:10][CH:9]=[C:8]([F:12])[C:7]=1[N:13]1[C:18]2[N:19]=[C:20]([NH:38][CH2:39][C:40]3[NH:44][CH:43]=[CH:42][N:41]=3)[N:21]=[C:22]([C:23]3[CH:24]=[C:25]([CH:34]=[CH:35][C:36]=3[CH3:37])[C:26]([NH:28][C:29]3[S:30][CH:31]=[CH:32][N:33]=3)=[O:27])[C:17]=2[CH:16]=[CH:15][C:14]1=[O:45] |f:4.5|. Procedure details: Acetone (250 uL) was added to amorphous free-base version of 3-{8-(2,6-difluorophenyl)-2-[(1H-imidazol-2-ylmethyl)amino]-7-oxo-7,8-dihydropyrido[2,3-d]pyrimidin-4-yl}-4-methyl-N-1,3-thiazol-2-ylbenzamide from Example 79c (12.3 mg), and the resulting mixture was heated to about 50° C. Hydrochloric acid was added (1.0 equivalent; 1N in 1,4 dioxane). The mixture was cooled to room temperature and shook for several hours. The product was filtered, washed with acetone, and dried for several hours in ... The reactants are ice, [OH-].C(C1=CC=CC=C1)[N+](CC)(CC)CC (benzyl triethylammonium hydroxide), CC(C1=CC=C(C=C1)Cl)C#N (α-methyl-4-chlorobenzyl cyanide), N1=CC=CC=C1 (pyridine), C=O (paraformaldehyde). Run in O (water). Conditions: time 72 hour. The product is C(#N)C(CO)(C)C1=CC=C(C=C1)Cl (2-cyano-2-(4-chlorophenyl)propan-1-ol). As a reaction SMILES: [CH3:1][CH:2]([C:10]#[N:11])[C:3]1[CH:8]=[CH:7][C:6]([Cl:9])=[CH:5][CH:4]=1.N1C=CC=CC=1.[CH2:18]=[O:19].[OH-].C([N+](CC)(CC)CC)C1C=CC=CC=1>O>[C:10]([C:2]([C:3]1[CH:4]=[CH:5][C:6]([Cl:9])=[CH:7][CH:8]=1)([CH3:1])[CH2:18][OH:19])#[N:11] |f:3.4|. Reported procedure: To an ice cold stirred solution of α-methyl-4-chlorobenzyl cyanide* (50 g., 0.3 mole) in 500 ml. of pyridine containing a suspension of paraformaldehyde (36 g., 1.2 mole) is added 1 ml. of benzyl triethylammonium hydroxide. The mixture is stirred under nitrogen at room temperature for 72 hours. The reaction mixture is poured into water and extracted with ether. The combined ether extracts are washed with water, saturated sodium chloride solution and dried over magnesium sulfate. The solvent is e... The reactants are CC1=NC(=NO1)C1=CC=C(C=C1)N (4-(5-methyl-[1,2,4]oxadiazol-3-yl)phenylamine), COC=1C=C(C=O)C=C(C1OC)CO[Si](C(C)C)(C(C)C)C(C)C (3,4-dimethoxy-5-triisopropylsilanyloxymethylbenzaldehyde), C[Si](C)(C)C#N (trimethylsilyl cyanide), C(F)(F)(F)S(=O)(=O)[O-].C(F)(F)(F)S(=O)(=O)[O-].C(F)(F)(F)S(=O)(=O)[O-].[Yb+3] (Yb(OTf)3). The solvent is ClCCl (dichloromethane). Reaction conditions: time 2 day. Product: crude product, COC=1C=C(C=C(C1OC)CO[Si](C(C)C)(C(C)C)C(C)C)C(C#N)NC1=CC=C(C=C1)C1=NOC(=N1)C ((3,4-dimethoxy-5-triisopropylsilanyloxymethylphenyl)-[4-(5-methyl-[1,2,4]oxadiazol-3-yl)phenylamino]acetonitrile). Reaction SMILES: [CH3:1][C:2]1[O:6][N:5]=[C:4]([C:7]2[CH:12]=[CH:11][C:10]([NH2:13])=[CH:9][CH:8]=2)[N:3]=1.[CH3:14][O:15][C:16]1[CH:17]=[C:18]([CH:21]=[C:22]([CH2:26][O:27][Si:28]([CH:35]([CH3:37])[CH3:36])([CH:32]([CH3:34])[CH3:33])[CH:29]([CH3:31])[CH3:30])[C:23]=1[O:24][CH3:25])[CH:19]=O.C[Si]([C:42]#[N:43])(C)C.C(S([O-])(=O)=O)(F)(F)F.C(S([O-])(=O)=O)(F)(F)F.C(S([O-])(=O)=O)(F)(F)F.[Yb+3]>ClCCl>[CH3:14][O:15][C:16]1[CH:17]=[C:18]([CH:19]([NH:13][C:10]2[CH:11]=[CH:12][C:7]([C:4]3[N:3]=[C:2]([CH3:1])[O:6][N:5]=3)=[CH:8][CH:9]=2)[C:42]#[N:43])[CH:21]=[C:22]([CH2:26][O:27][Si:28]([CH:35]([CH3:37])[CH3:36])([CH:32]([CH3:34])[CH3:33])[CH:29]([CH3:30])[CH3:31])[C:23]=1[O:24][CH3:25] |f:3.4.5.6|. Procedure: After adding 1.3 g of 4-(5-methyl-[1,2,4]oxadiazol-3-yl)phenylamine, 2.605 g of 3,4-dimethoxy-5-triisopropylsilanyloxymethylbenzaldehyde, 2.2 g of MS3A and 1.5 ml of trimethylsilyl cyanide to a solution of 460 mg of Yb(OTf)3 in 18 ml of dichloromethane under a nitrogen atmosphere, the mixture was stirred at room temperature for 2 days. The reaction mixture was filtered through celite, and the celite was washed with ethyl acetate. The organic layer was concentrated under reduced pressure to give ... The reactants are [H-].C(C(C)C)[Al+]CC(C)C (diisobutylaluminium hydride), CC(C(=O)OCC)(C)OC1=C(C=C(C=C1)C)[N+](=O)[O-] (ethyl 2-methyl-2-(2-nitro-4-methylphenoxy)propionate), [H-].C(C(C)C)[Al+]CC(C)C (DIBAL). Solvent: C1(=CC=CC=C1)C (toluene). Reaction conditions: time 2 hour. The product is CC(C=O)(C)OC1=C(C=C(C=C1)C)[N+](=O)[O-] (2-methyl-2-(2-nitro-4-methylphenoxy)propanal). RXN SMILES: [CH3:1][C:2]([O:9][C:10]1[CH:15]=[CH:14][C:13]([CH3:16])=[CH:12][C:11]=1[N+:17]([O-:19])=[O:18])([CH3:8])[C:3](OCC)=[O:4].[H-].C([Al+]CC(C)C)C(C)C>C1(C)C=CC=CC=1>[CH3:8][C:2]([O:9][C:10]1[CH:15]=[CH:14][C:13]([CH3:16])=[CH:12][C:11]=1[N+:17]([O-:19])=[O:18])([CH3:1])[CH:3]=[O:4] |f:1.2|. Procedure details: A solution of ethyl 2-methyl-2-(2-nitro-4-methylphenoxy)propionate (4.47 g) in toluene (50 ml) was cooled to -78° C. and treated dropwise with diisobutylaluminium hydride (DIBAL, 11.3 ml, 1.5M solution in toluene). The mixture was stirred for 2 hours and then additional DIBAL was added until reaction was complete, (ca. 4.4 ml) as monitored by thin layer chromatographic (tlc). The reaction was quenched by addition of aqueous ammonium chloride solution and ether. The resulting mixture was clarifie... The reactants are C(C)(C)(C)OC(N[C@@H](CC(C)C)CS(=O)(=O)C1=NN=CN1)=O ([(S)-3-Methyl-1-(4H-[1,2,4]triazole-3-sulfonylmethyl)-butyl]-carbamic acid tert-butyl ester), Cl (hydrochloric acid). Run in O1CCOCC1 (dioxane), O1CCOCC1 (dioxane). Yields the product Cl.CC(CC(CS(=O)(=O)C1=NN=CN1)N)C (3-Methyl-1-(4H-[1,2,4]triazole-3-sulfonylmethyl)-butylamine-hydrochloride). As a reaction SMILES: C(OC(=O)[NH:7][C@H:8]([CH2:13][S:14]([C:17]1[NH:21][CH:20]=[N:19][N:18]=1)(=[O:16])=[O:15])[CH2:9][CH:10]([CH3:12])[CH3:11])(C)(C)C.[ClH:23]>O1CCOCC1>[ClH:23].[CH3:11][CH:10]([CH3:12])[CH2:9][CH:8]([NH2:7])[CH2:13][S:14]([C:17]1[NH:21][CH:20]=[N:19][N:18]=1)(=[O:16])=[O:15] |f:3.4|. Procedure: 200 mg of [(S)-3-Methyl-1-(4H-[1,2,4]triazole-3-sulfonylmethyl)-butyl]-carbamic acid tert-butyl ester were dissolved in 6 ml of dioxane and reacted with 2.2 ml of 4M hydrochloric acid in dioxane at rt for 16 h. The reaction was concentrated in vacuo and the resulting crude product was used without further purification. 120 mg (100%) of S)-3-Methyl-1-(4H-[1,2,4]triazole-3-sulfonylmethyl)-butylamine-hydrochloride were obtained. Starting materials: Cl.Cl.C(CCC)C=1N=NC(=CC1C1=CC=C(C=C1)OC1CCCCC1)OCC[C@@H]1NCCCC1 (3-butyl-4-(4-cyclohexyloxy-phenyl)-6-((R)-2-piperidin-2-yl-ethoxy)-pyridazine dihydrochloride), Cl (HCl), C(C)OCC (diethyl ether). Solvent: C(Cl)Cl (DCM). Product: Cl.Cl.C(CCC)C=1N=NC(=CC1C1=CC=C(C=C1)OC1CCCCC1)OCC[C@@H]1N(CCCC1)C (3-Butyl-4-(4-cyclohexyloxy-phenyl)-6-[2-((R)-1-methyl-piperidin-2-yl)-ethoxy]-pyridazine dihydrochloride). RXN SMILES: [ClH:1].Cl.[CH2:3]([C:7]1[N:8]=[N:9][C:10]([O:26][CH2:27][CH2:28][C@H:29]2[CH2:34][CH2:33][CH2:32][CH2:31][NH:30]2)=[CH:11][C:12]=1[C:13]1[CH:18]=[CH:17][C:16]([O:19][CH:20]2[CH2:25][CH2:24][CH2:23][CH2:22][CH2:21]2)=[CH:15][CH:14]=1)[CH2:4][CH2:5][CH3:6].Cl.[CH2:36](OCC)C>C(Cl)Cl>[ClH:1].[ClH:1].[CH2:3]([C:7]1[N:8]=[N:9][C:10]([O:26][CH2:27][CH2:28][C@H:29]2[CH2:34][CH2:33][CH2:32][CH2:31][N:30]2[CH3:36])=[CH:11][C:12]=1[C:13]1[CH:14]=[CH:15][C:16]([O:19][CH:20]2[CH2:25][CH2:24][CH2:23][CH2:22][CH2:21]2)=[CH:17][CH:18]=1)[CH2:4][CH2:5][CH3:6] |f:0.1.2,6.7.8|. Procedure: To a solution of 3-butyl-4-(4-cyclohexyloxy-phenyl)-6-((R)-2-piperidin-2-yl-ethoxy)-pyridazine dihydrochloride (0.065 mmol, 0.033 g) and aqueous formaldehyde (37%, 0.323 mmol, 0.03 mL) in dry DCM (2 mL) was added macroporous resin-bound triacetoxyborohydride (loading 2.36 mmol/gram, 0.39 mmol, 0.165 g). The mixture was shaken for 12 hours. The reaction was filtered and the resin was washed with DCM (5 mL). The solvent was removed under reduced pressure. The crude product was purified on a 4 g Si...